The task is: describe an organic reaction: reactants, conditions, products, and yield. This data is from the Open Reaction Database (ORD), a public repository of structured organic reaction records. Reactants: C(C)(=O)OC1=CC=CC=C1 (phenyl acetate), CC(=O)C=1C=CC(=CC1)O (4-hydroxyacetophenone), OCC(=O)C1=CC=CC=C1 (2-hydroxyacetophenone). Solvent: F (hydrogen fluoride), F (hydrogen fluoride). Yields the product hydroxy aromatic ketones, C(C)(=O)[O-] (acetate), C(C)(=O)OC1=CC=C(C=C1)C (p-cresol acetate), C(C)(=O)OC=1C(=CC=CC1)OC (guaiacol acetate). Reaction SMILES: [C:1]([O:4][C:5]1[CH:10]=[CH:9][CH:8]=[CH:7][CH:6]=1)(=[O:3])[CH3:2].C[C:12]([C:14]1[CH:15]=[CH:16][C:17]([OH:20])=[CH:18][CH:19]=1)=[O:13].[OH:21][CH2:22][C:23](C1C=CC=CC=1)=O>F>[C:1]([O-:4])(=[O:3])[CH3:2].[C:22]([O:20][C:17]1[CH:18]=[CH:19][C:14]([CH3:12])=[CH:15][CH:16]=1)(=[O:21])[CH3:23].[C:1]([O:4][C:5]1[C:10]([O:13][CH3:12])=[CH:9][CH:8]=[CH:7][CH:6]=1)(=[O:3])[CH3:2]. Procedure details: Dann and Mylius in a dissertation included as part of a series of Reports from the Institute for Applied Chemistry of the University of Erlangen, Annalen der Chemie, 587, 1 to 15, (1954) show the rearrangement of phenyl acetate in hydrogen fluoride to 4-hydroxyacetophenone, with a maximum yield of 81% after 24 hours of reaction time, and report a yield of 92% stated to be obtained by K. Weichert as reported in Angewandte Chemie, 56, 338 (1943). However, Dann and Mylius suggest that the differenc... The product is C(C)(C)(C)OC(=O)N1CCC2=C(CC1)C=CC(=C2)C=2OC(=CN2)C (3-(tert-Butyloxycarbonyl)-7-(5-methyl-oxazol-2-yl)-2,3,4,5-tetrahydro-1H-3-benzazepine). Reaction SMILES: [CH2:1]([NH:4][C:5]([C:7]1[CH:17]=[CH:16][C:10]2[CH2:11][CH2:12][NH:13][CH2:14][CH2:15][C:9]=2[CH:8]=1)=[O:6])[C:2]#[CH:3].[C:18]([OH:21])(=[O:20])C>C([O-])(=O)C.[Hg+2].C([O-])(=O)C>[C:7]([O:21][C:18]([N:13]1[CH2:12][CH2:11][C:10]2[CH:16]=[CH:17][C:7]([C:5]3[O:6][C:2]([CH3:3])=[CH:1][N:4]=3)=[CH:8][C:9]=2[CH2:15][CH2:14]1)=[O:20])([CH3:17])([CH3:8])[CH3:5] |f:2.3.4|. The reactants are C(C#C)NC(=O)C1=CC2=C(CCNCC2)C=C1 (2,3,4,5-tetrahydro-1H-3-benzazepine-7-carboxylic acid prop-2-ynyl amide), C(C)(=O)O (acetic acid). The reagents and catalysts are C(C)(=O)[O-].[Hg+2].C(C)(=O)[O-] (mercury (II) acetate). Procedure: A mixture of 2,3,4,5-tetrahydro-1H-3-benzazepine-7-carboxylic acid prop-2-ynyl amide (3.8 g) and mercury (II) acetate (350 mg) in glacial acetic acid was heated under reflux for 1.5 h. After cooling, the solvent was removed in vacuo and the residue partitioned between EtOAc (200 ml) and saturated NaHCO3 solution (100 ml). The aqueous layer was re-extracted with EtOAc and the combined organic layers dried and evaporated in vacuo. The residue was purified using silica gel chromatography (gradient ... The reactants are FC(C(=O)O)(F)F (Trifluoroacetic acid), C(C)(C)(C)OC([C@H](C)N1C(C2=CC=CC=C2CC1)C1=C(C=CC=C1)C)=O (2-(S)-(1-o-tolyl-3,4-dihydro-1H-isoquinolin-2-yl)-propionic acid tert-butyl ester). Run in ClCCl (dichloromethane). Reaction conditions: time 4 hour. The product is C1(=C(C=CC=C1)[C@H]1N(CCC2=CC=CC=C12)[C@H](C(=O)O)C)C (2-(S)-[1-(R)-o-tolyl-3,4-dihydro-1H-isoquinolin-2-yl]-propionic acid), C1(=C(C=CC=C1)[C@@H]1N(CCC2=CC=CC=C12)[C@H](C(=O)O)C)C (2-(S)-[1-(S)-o-tolyl-3,4-dihydro-1H-isoquinolin-2-yl]-propionic acid). Reaction SMILES: FC(F)(F)C(O)=O.C([O:12][C:13](=[O:33])[C@@H:14]([N:16]1[CH2:25][CH2:24][C:23]2[C:18](=[CH:19][CH:20]=[CH:21][CH:22]=2)[CH:17]1[C:26]1[CH:31]=[CH:30][CH:29]=[CH:28][C:27]=1[CH3:32])[CH3:15])(C)(C)C>ClCCl>[C:27]1([CH3:32])[CH:28]=[CH:29][CH:30]=[CH:31][C:26]=1[C@@H:17]1[C:18]2[C:23](=[CH:22][CH:21]=[CH:20][CH:19]=2)[CH2:24][CH2:25][N:16]1[C@@H:14]([CH3:15])[C:13]([OH:33])=[O:12].[C:27]1([CH3:32])[CH:28]=[CH:29][CH:30]=[CH:31][C:26]=1[C@H:17]1[C:18]2[C:23](=[CH:22][CH:21]=[CH:20][CH:19]=2)[CH2:24][CH2:25][N:16]1[C@@H:14]([CH3:15])[C:13]([OH:33])=[O:12]. Procedure details: Trifluoroacetic acid (5.0 mL, 64.9 mmol) is added to a solution of 2-(S)-(1-o-tolyl-3,4-dihydro-1H-isoquinolin-2-yl)-propionic acid tert-butyl ester (0.27 g, 0.768 mmol) in dichloromethane (5.0 mL). The reaction mixture is stirred at room temperature for 4 hours. All solvent is removed in vacuo, ethyl ether (50 mL) and saturated sodium bicarbonate (100 mL) are added and the organic layer is removed. The aqueous layer is acidified to pH 2.0 using 1M HCl and the crude product extracted into dichlo...